This data is from the Open Reaction Database (ORD), a public repository of structured organic reaction records. The task is: describe an organic reaction: reactants, conditions, products, and yield Reactants: ClC1=C(C=CC=C1)C1=NC=2C(=NC3=C1C=C(C(=C3)C)C)N(NC2C)CC=C (5-(2-chlorophenyl)-1,2-dihydro-3,7,8-trimethyl-1-(2-propenyl)-pyrazolo[3,4-b][1,4]benzodiazepine), O1CCCC1 (tetrahydrofuran), [H-].C(C(C)C)[Al+]CC(C)C (diisobutylaluminum hydride). The reagents and catalysts are [Ni](Cl)Cl.C1(=CC=CC=C1)P(CCCP(C1=CC=CC=C1)C1=CC=CC=C1)C1=CC=CC=C1 (1,3-bis(diphenylphosphino)propane nickel (II) chloride). Solvent: C1(=CC=CC=C1)C (toluene). Conditions: temperature 0 celsius, time 6 hour. Product: ClC1=C(C=CC=C1)C1=NC=2C(=NC3=C1C=C(C(=C3)C)C)NNC2C (5-(2-chlorophenyl)-1,2-dihydro-3,7,8-trimethyl-pyrazolo[3,4-b][1,4]benzodiazepine). Yield: 62.2%. As a reaction SMILES: [Cl:1][C:2]1[CH:7]=[CH:6][CH:5]=[CH:4][C:3]=1[C:8]1[C:14]2[CH:15]=[C:16]([CH3:20])[C:17]([CH3:19])=[CH:18][C:13]=2[N:12]=[C:11]2[N:21](CC=C)[NH:22][C:23]([CH3:24])=[C:10]2[N:9]=1.O1CCCC1.[H-].C([Al+]CC(C)C)C(C)C>C1(C)C=CC=CC=1.[Ni](Cl)Cl.C1(P(C2C=CC=CC=2)CCCP(C2C=CC=CC=2)C2C=CC=CC=2)C=CC=CC=1>[Cl:1][C:2]1[CH:7]=[CH:6][CH:5]=[CH:4][C:3]=1[C:8]1[C:14]2[CH:15]=[C:16]([CH3:20])[C:17]([CH3:19])=[CH:18][C:13]=2[N:12]=[C:11]2[NH:21][NH:22][C:23]([CH3:24])=[C:10]2[N:9]=1 |f:2.3,5.6|. Procedure: To a solution of 2.7 g (0.00716 mole) of 5-(2-chlorophenyl)-1,2-dihydro-3,7,8-trimethyl-1-(2-propenyl)-pyrazolo[3,4-b][1,4]benzodiazepine (XIVw), 0.155 g (0.00029 mole) of 1,3-bis(diphenylphosphino)propane nickel (II) chloride and 140 mL of anhydrous tetrahydrofuran at −40° C. was added 43 mL of 1M diisobutylaluminum hydride in toluene. The mixture was stirred at 0° C. for 6 hours and then quenched by the careful addition of ice water. The mixture was extracted twice with ethyl acetate. The comb... Reactants: N[C@@H](CCCNC(N)=N)C(=O)O (L-arginine), O (water), C(C1=CC=CC=C1)(=O)C=1C=C(C=CC1)C(C(=O)O)C (2-(3-benzoylphenyl)propionic acid). Procedure: A solution of 0.6 g L-arginine in 1 ml boiling water under gentle stirring is added to a solution of 1.02 g of R(-) 2-(3-benzoylphenyl)propionic acid in 10 ml acetone, heated to 40°-45° C.; a solid is separated which is filtered hot gives 1.3 g of R(-) 2-(3-benzoylphenyl)propionic acid L-arginine salt melting at 75° C. Run in CC(=O)C (acetone). Reaction SMILES: [NH2:1][C@H:2]([C:10]([OH:12])=[O:11])[CH2:3][CH2:4][CH2:5][NH:6][C:7](=[NH:9])[NH2:8].O.[C:14]([C:22]1[CH:23]=[C:24]([CH:28]([CH3:32])[C:29]([OH:31])=[O:30])[CH:25]=[CH:26][CH:27]=1)(=[O:21])[C:15]1[CH:20]=[CH:19][CH:18]=[CH:17][CH:16]=1>CC(C)=O>[NH2:1][C@H:2]([C:10]([OH:12])=[O:11])[CH2:3][CH2:4][CH2:5][NH:6][C:7](=[NH:8])[NH2:9].[C:14]([C:22]1[CH:23]=[C:24]([CH:28]([CH3:32])[C:29]([OH:31])=[O:30])[CH:25]=[CH:26][CH:27]=1)(=[O:21])[C:15]1[CH:16]=[CH:17][CH:18]=[CH:19][CH:20]=1 |f:4.5|. Yield: 88.1%. Yields the product N[C@@H](CCCNC(N)=N)C(=O)O.C(C1=CC=CC=C1)(=O)C=1C=C(C=CC1)C(C(=O)O)C (2-(3-benzoylphenyl)propionic acid L-arginine salt). The reactants are COC(=O)c1ccc2cc(C)sc2c1, Cl, [Na+], [OH-], O. The product is Cc1cc2ccc(C(=O)O)cc2s1. Reaction SMILES: [CH3:1][O:2][C:3](=[O:4])[c:5]1[cH:6][cH:7][c:8]2[c:9]([s:10][c:11]([CH3:13])[cH:12]2)[cH:14]1.[ClH:17].[Na+:16].[OH-:15].[OH2:18]>>[O:2]=[C:3]([OH:4])[c:5]1[cH:6][cH:7][c:8]2[c:9]([s:10][c:11]([CH3:13])[cH:12]2)[cH:14]1. Starting materials: ClC1=CN(C2=CC=C(C=C12)NC1=NC=CC(=N1)N1N=C(C(=C1)CN1CC(C1)O)C)C (1-((1-(2-(3-chloro-1-methyl-1H-indol-5-ylamino)pyrimidin-4-yl)-3-methyl-1H-pyrazol-4-yl)methyl)azetidin-3-ol), ClC1=CN(C2=CC=C(C=C12)NC1=NC=CC(=N1)N1N=C(C(=C1)CN1CC(C1)O)C)C (1-((1-(2-(3-Chloro-1-methyl-1H-indol-5-ylamino)pyrimidin-4-yl)-3-methyl-1H-pyrazol-4-yl)methyl)azetidin-3-ol), CS(=O)(=O)O (methanesulfonic acid). Run in CO (methanol). The product is CS(=O)(=O)OC1CN(C1)CC=1C(=NN(C1)C1=NC(=NC=C1)NC=1C=C2C(=CN(C2=CC1)C)Cl)C (1-((1-(2-(3-Chloro-1-methyl-1H-indol-5-ylamino)pyrimidin-4-yl)-3-methyl-1H-pyrazol-4-yl)methyl)azetidin-3-ol methanesulfonate). Isolated yield 54.0%. As a reaction SMILES: [Cl:1][C:2]1[C:10]2[C:5](=[CH:6][CH:7]=[C:8]([NH:11][C:12]3[N:17]=[C:16]([N:18]4[CH:22]=[C:21]([CH2:23][N:24]5[CH2:27][CH:26]([OH:28])[CH2:25]5)[C:20]([CH3:29])=[N:19]4)[CH:15]=[CH:14][N:13]=3)[CH:9]=2)[N:4]([CH3:30])[CH:3]=1.[CH3:31][S:32](O)(=[O:34])=[O:33]>CO>[CH3:31][S:32]([O:28][CH:26]1[CH2:25][N:24]([CH2:23][C:21]2[C:20]([CH3:29])=[N:19][N:18]([C:16]3[CH:15]=[CH:14][N:13]=[C:12]([NH:11][C:8]4[CH:9]=[C:10]5[C:5](=[CH:6][CH:7]=4)[N:4]([CH3:30])[CH:3]=[C:2]5[Cl:1])[N:17]=3)[CH:22]=2)[CH2:27]1)(=[O:34])=[O:33]. Procedure details: To a slurry of 1-((1-(2-(3-chloro-1-methyl-1H-indol-5-ylamino)pyrimidin-4-yl)-3-methyl-1H-pyrazol-4-yl)methyl)azetidin-3-ol, Compound No. 144 (127 mg, 0.3 mmol) in methanol, was added 1 equivalant of methanesulfonic acid at room temperature. After being stirred at room temperature, the resulting solids were collected by filtration, rinsed with cold methanol and then vacuum dried to give 85 mg (54%) of the desired compound 181 as a pale yellow solid. MS (ESI) m/z 424 [M+H]+; 1H NMR (300 MHz, DMSO...